Dataset: the Open Reaction Database (ORD), a public repository of structured organic reaction records. Task: describe an organic reaction: reactants, conditions, products, and yield Reactants: CS(=O)(=O)OC[C@@H]1C[C@@H](OC(O1)(C)C)CC(=O)O ([(4R,6S)-6-methanesulfonyloxymethyl-2,2-dimethyl-[1,3]dioxan-4-yl]-acetic acid), C(=O)(N1C=NC=C1)N1C=NC=C1 (1,1′-carbonyldiimidazole), Cl.CN(O)C (Dimethylhydroxyamine hydrochloride), C([O-])(O)=O.[Na+] (sodium bicarbonate). Solvent: O (Water), C(C)(=O)OCC (Ethyl acetate). Run at time 3 hour. Product: CS(=O)(=O)OC[C@@H]1C[C@@H](OC(O1)(C)C)CC(=O)N(C)OC (2-[(4R,6S)-6-methanesulfonyloxymethyl-2,2-dimethyl-[1,3]dioxan-4-yl]-N-methoxy-N-methyl-acetamide). Isolated yield 86.8%. Reaction SMILES: [CH3:1][S:2]([O:5][CH2:6][C@H:7]1[O:12][C:11]([CH3:14])([CH3:13])[O:10][C@@H:9]([CH2:15][C:16]([OH:18])=O)[CH2:8]1)(=[O:4])=[O:3].C([N:26]1[CH:30]=CN=C1)(N1C=CN=C1)=O.Cl.CN(C)O.[C:36](=O)(O)[O-:37].[Na+]>O.C(OCC)(=O)C>[CH3:1][S:2]([O:5][CH2:6][C@H:7]1[O:12][C:11]([CH3:13])([CH3:14])[O:10][C@@H:9]([CH2:15][C:16]([N:26]([O:37][CH3:36])[CH3:30])=[O:18])[CH2:8]1)(=[O:3])=[O:4] |f:2.3,4.5|. Procedure details: Ethyl acetate (50.0 mL) was added to [(4R,6S)-6-methanesulfonyloxymethyl-2,2-dimethyl-[1,3]dioxan-4-yl]-acetic acid (10.0 g) prepared in Preparation 8. The reaction mixture was cooled to 0˜5° C. and then 1,1′-carbonyldiimidazole (7.6 g) was slowly added thereto. The temperature of the reaction mixture was raised to 20˜30° C. The reaction mixture was stirred for 3 hours. Dimethylhydroxyamine hydrochloride (5.6 g) and sodium bicarbonate (3.2 g) were added to the reaction mixture, which was then st... Starting materials: CNC1=NC=C(C=C1N)C(F)(F)F (N2-methyl-5-trifluoromethylpyridin-2,3-diamine), C(C)SC1=C(C=O)C=CC=C1 (2-ethylsulfanylbenzaldehyde), S(=O)(O)[O-].[Na+] (sodium hydrogen sulfite), S(=O)(O)[O-].[Na+] (sodium hydrogen sulfite), CN(C)C=O (DMF). Solvent: O (water). Reaction conditions: temperature 160 celsius. Yields the product C(C)SC1=C(C=CC=C1)C1=NC=2C(=NC=C(C2)C(F)(F)F)N1C (2-(2-ethylsulfanylphenyl)-3-methyl-6-trifluoromethyl-3H-imidazo[4,5-b]pyridine). Isolated yield 61.8%. Reaction SMILES: [CH3:1][NH:2][C:3]1[C:8]([NH2:9])=[CH:7][C:6]([C:10]([F:13])([F:12])[F:11])=[CH:5][N:4]=1.[CH2:14]([S:16][C:17]1[CH:24]=[CH:23][CH:22]=[CH:21][C:18]=1[CH:19]=O)[CH3:15].S([O-])(O)=O.[Na+].CN(C=O)C>O>[CH2:14]([S:16][C:17]1[CH:24]=[CH:23][CH:22]=[CH:21][C:18]=1[C:19]1[N:2]([CH3:1])[C:3]2=[N:4][CH:5]=[C:6]([C:10]([F:11])([F:12])[F:13])[CH:7]=[C:8]2[N:9]=1)[CH3:15] |f:2.3|. Reported procedure: A mixture of N2-methyl-5-trifluoromethylpyridin-2,3-diamine (1.0 g), 2-ethylsulfanylbenzaldehyde (0.96 g), sodium hydrogen sulfite (1.80 g), sodium hydrogen sulfite (1.80 g) and DMF (10 ml) was stirred with heating at 160° C. for 5 hours. The reaction mixture was ice-cooled, and water was added thereto. The precipitated crystal was collected by filtration, and washed with water, then hexane. The obtained crystal was dried under reduced pressure to give 1.09 g of 2-(2-ethylsulfanylphenyl)-3-methy... Reactants: N#Cc1nc(F)cnc1Oc1ccc(OCc2ccccc2)cc1, CCOC(C)=O, CC#N, [Ce+3], O=[N+]([O-])[O-], O=[N+]([O-])[O-], O=[N+]([O-])[O-], O=[N+]([O-])[O-], O=[N+]([O-])[O-], [NH4+], [NH4+], [Na+], [Na+], O, O=S([O-])([O-])=S. Yields the product N#Cc1nc(F)c[nH]c1=O. Reaction SMILES: [CH2:1]([O:2][c:3]1[cH:4][cH:5][c:6]([O:13][c:14]2[c:15]([C:21]#[N:22])[n:16][c:17]([F:20])[cH:18][n:19]2)[cH:7][cH:8]1)[c:9]1[cH:10][cH:11][cH:12][cH:23][cH:24]1.[CH3:48][CH2:49][O:50][C:51](=[O:52])[CH3:53].[CH3:61][C:62]#[N:63].[Ce+3:29].[N+:25]([O-:26])([O-:27])=[O:28].[N+:32]([O-:33])([O-:34])=[O:35].[N+:36]([O-:37])([O-:38])=[O:39].[N+:40]([O-:41])([O-:42])=[O:43].[N+:44]([O-:45])([O-:46])=[O:47].[NH4+:30].[NH4+:31].[Na+:59].[Na+:60].[OH2:64].[S:54]([O-:55])([O-:56])(=[O:57])=[S:58]>>[O:13]=[c:14]1[c:15]([C:21]#[N:22])[n:16][c:17]([F:20])[cH:18][nH:19]1.